This data is from the Open Reaction Database (ORD), a public repository of structured organic reaction records. The task is: describe an organic reaction: reactants, conditions, products, and yield Starting materials: C(C)(C)(C)OC(NC1=C(C=C(C=C1)Cl)C)=O ((4-chloro-2-methyl-phenyl)-carbamic acid tert-butyl ester), CON(C(C(C)C)=O)C (N-methoxy-N-methyl-isobutyramide), [Li]C(C)CC (s-BuLi), Cl (HCl). Run in C1CCOC1 (THF), CCOCC (Ether), C1CCOC1 (THF). Run at temperature -40 celsius. Product: C(C)(C)(C)OC(NC1=C(C=C(C=C1)Cl)CC(C(C)C)=O)=O ([4-chloro-2-(3-methyl-2-oxo-butyl)-phenyl]-carbamic acid tert-butyl ester). As a reaction SMILES: [C:1]([O:5][C:6](=[O:16])[NH:7][C:8]1[CH:13]=[CH:12][C:11]([Cl:14])=[CH:10][C:9]=1[CH3:15])([CH3:4])([CH3:3])[CH3:2].[Li]C(CC)C.CON(C)[C:25](=[O:29])[CH:26]([CH3:28])[CH3:27].Cl>C1COCC1.CCOCC>[C:1]([O:5][C:6](=[O:16])[NH:7][C:8]1[CH:13]=[CH:12][C:11]([Cl:14])=[CH:10][C:9]=1[CH2:15][C:25](=[O:29])[CH:26]([CH3:28])[CH3:27])([CH3:4])([CH3:3])[CH3:2]. Reported procedure: Following the procedure described by R. D. Clark et al. in Synthesis, 871 (1991), (4-chloro-2-methyl-phenyl)-carbamic acid tert-butyl ester (2.18 g, 9 mmole) was dissolved in anhydrous THF (30 ml) and cooled to −40° C. and s-BuLi (14.56 ml 1.3N in cyclohexane) was added slowly at such a rate to maintain the temperature below −25° C. The bright yellow solution was cooled to −50° C. and a solution of N-methoxy-N-methyl-isobutyramide (1.24 g, 9.5 mmole) in THF (5 ml) was added. The mixture was allo... The reactants are C(C)OC=1C=C(C=CC1[N+](=O)[O-])N1CCN(CC1)C1CCNCC1 (1-[3-(ethyloxy)-4-nitrophenyl]-4-(4-piperidinyl)piperazine), C(=C)S(=O)(=O)C (methyl vinyl sulfone). Run in O1CCOCC1 (dioxane). Conditions: temperature 95 celsius. Product: C(C)OC=1C=C(C=CC1[N+](=O)[O-])N1CCN(CC1)C1CCN(CC1)CCS(=O)(=O)C (1-[3-(ethyloxy)-4-nitrophenyl]-4-{1-[2-(methylsulfonyl)ethyl]-4-piperidinyl}-piperazine). Isolated yield 73.3%. As a reaction SMILES: [CH2:1]([O:3][C:4]1[CH:5]=[C:6]([N:13]2[CH2:18][CH2:17][N:16]([CH:19]3[CH2:24][CH2:23][NH:22][CH2:21][CH2:20]3)[CH2:15][CH2:14]2)[CH:7]=[CH:8][C:9]=1[N+:10]([O-:12])=[O:11])[CH3:2].[CH:25]([S:27]([CH3:30])(=[O:29])=[O:28])=[CH2:26]>O1CCOCC1>[CH2:1]([O:3][C:4]1[CH:5]=[C:6]([N:13]2[CH2:14][CH2:15][N:16]([CH:19]3[CH2:24][CH2:23][N:22]([CH2:26][CH2:25][S:27]([CH3:30])(=[O:29])=[O:28])[CH2:21][CH2:20]3)[CH2:17][CH2:18]2)[CH:7]=[CH:8][C:9]=1[N+:10]([O-:12])=[O:11])[CH3:2]. Procedure: A mixture of 1-[3-(ethyloxy)-4-nitrophenyl]-4-(4-piperidinyl)piperazine (Example 91, step A) (0.30 g, 0.90 mmol) and methyl vinyl sulfone (0.29 g, 2.7 mmol) in dioxane (9.0 mL) was stirred under N2. The reaction was heated to 95° C. and stirred for approximately 3 h, then cooled to rt. The reaction mixture was concentrated under vacuum. The residue was taken up in DCM and aqueous (saturated) NaHCO3. The aqueous layer was extracted with DCM (3×). The combined organic layers were dried over MgSO4 ... The reactants are C(C1=CC=CC=C1)OC1=C(C(=O)NC2=C(C(=O)OC(C)(C)C)C=CC(=C2)C2=CC=CC=C2)C=C(C=C1)OCCN1CCN(CC1)CC (tert-butyl 2-(2-(benzyloxy)-5-(2-(4-ethylpiperazin-1-yl)ethoxy)benzamido)-4-phenylbenzoate). The reagents and catalysts are [C].[Pd] (palladium-carbon), [C].[Pd] (palladium-carbon). Run in CO (methanol). Run at time 30 minute. Product: C(C)N1CCN(CC1)CCOC=1C=CC(=C(C(=O)NC2=C(C(=O)OC(C)(C)C)C=CC(=C2)C2=CC=CC=C2)C1)O (tert-butyl 2-(5-(2-(4-ethylpiperazin-1-yl)ethoxy)-2-hydroxybenzamido)-4-phenylbenzoate). As a reaction SMILES: C([O:8][C:9]1[CH:36]=[CH:35][C:34]([O:37][CH2:38][CH2:39][N:40]2[CH2:45][CH2:44][N:43]([CH2:46][CH3:47])[CH2:42][CH2:41]2)=[CH:33][C:10]=1[C:11]([NH:13][C:14]1[CH:26]=[C:25]([C:27]2[CH:32]=[CH:31][CH:30]=[CH:29][CH:28]=2)[CH:24]=[CH:23][C:15]=1[C:16]([O:18][C:19]([CH3:22])([CH3:21])[CH3:20])=[O:17])=[O:12])C1C=CC=CC=1>[C].[Pd].CO>[CH2:46]([N:43]1[CH2:42][CH2:41][N:40]([CH2:39][CH2:38][O:37][C:34]2[CH:35]=[CH:36][C:9]([OH:8])=[C:10]([CH:33]=2)[C:11]([NH:13][C:14]2[CH:26]=[C:25]([C:27]3[CH:32]=[CH:31][CH:30]=[CH:29][CH:28]=3)[CH:24]=[CH:23][C:15]=2[C:16]([O:18][C:19]([CH3:22])([CH3:21])[CH3:20])=[O:17])=[O:12])[CH2:45][CH2:44]1)[CH3:47] |f:1.2|. Procedure details: To a methanol (20 mL) solution of the obtained tert-butyl 2-(2-(benzyloxy)-5-(2-(4-ethylpiperazin-1-yl)ethoxy)benzamido)-4-phenylbenzoate, 10% palladium-carbon (1.7 g) was added, followed by stirring under a hydrogen atmosphere at room temperature for 2 hours and 30 minutes. To the reaction mixture, 10% palladium-carbon (0.70 g) was added, followed by stirring under a hydrogen atmosphere at room temperature for 3 hours. The insoluble substance was removed by filtration, and then the solvent was ... The reactants are BrC1=CC(=C(C=C1)Cl)C(C)C (4-bromo-1-chloro-2-isopropylbenzene), C(C)(C)(C)C1=CC=C(CN2S(OCC2)(=O)=O)C=C1 (3-(4-tert-butylbenzyl)-[1,2,3]oxathiazolidine 2,2-dioxide). The product is C(C)(C)(C)C1=CC=C(CNCCC2=CC(=C(C=C2)Cl)C(C)C)C=C1 ((4-tert-butylbenzyl)-[2-(4-chloro-3-isopropylphenyl)-ethyl]-amine). The yield is 42.2%. As a reaction SMILES: Br[C:2]1[CH:7]=[CH:6][C:5]([Cl:8])=[C:4]([CH:9]([CH3:11])[CH3:10])[CH:3]=1.[C:12]([C:16]1[CH:29]=[CH:28][C:19]([CH2:20][N:21]2[CH2:25][CH2:24]OS2(=O)=O)=[CH:18][CH:17]=1)([CH3:15])([CH3:14])[CH3:13]>>[C:12]([C:16]1[CH:17]=[CH:18][C:19]([CH2:20][NH:21][CH2:25][CH2:24][C:2]2[CH:7]=[CH:6][C:5]([Cl:8])=[C:4]([CH:9]([CH3:11])[CH3:10])[CH:3]=2)=[CH:28][CH:29]=1)([CH3:14])([CH3:13])[CH3:15]. Procedure: The title compound was synthesized in analogy to example S6-C using 4-bromo-1-chloro-2-isopropylbenzene (120 mg, 0.51 mmol), and 3-(4-tert-butylbenzyl)-[1,2,3]oxathiazolidine 2,2-dioxide (138 mg, 0.51 mmol). The residue was purified by flash column chromatography to give the desired product (74 mg, 42%) as a light yellow oil. MS (ISP) 344.3 (M+H)+. The reactants are [H-].[Na+] (sodium hydride), C(CCC)I (butyl iodide), CN(C)C=O (DMF), C(C)(C)(C)OC(=O)NC1CN(C1)C(=O)OCC1=CC=CC=C1 (benzyl 3-[(tert-butoxycarbonyl)amino]azetidine-1-carboxylate), [H-].[Na+] (sodium hydride), C(CCC)I (butyl iodide). Solvent: O (Water), C1CCOC1 (THF), C1CCOC1 (THF). Conditions: time 19 hour. Product: C(C)(C)(C)OC(=O)N(C1CN(C1)C(=O)OCC1=CC=CC=C1)CCCC (Benzyl 3-[(tert-butoxycarbonyl)(n-butyl)amino]azetidine-1-carboxylate). Yield: 48.7%. RXN SMILES: [C:1]([O:5][C:6]([NH:8][CH:9]1[CH2:12][N:11]([C:13]([O:15][CH2:16][C:17]2[CH:22]=[CH:21][CH:20]=[CH:19][CH:18]=2)=[O:14])[CH2:10]1)=[O:7])([CH3:4])([CH3:3])[CH3:2].[H-].[Na+].[CH2:25](I)[CH2:26][CH2:27][CH3:28].CN(C=O)C>C1COCC1.O>[C:1]([O:5][C:6]([N:8]([CH2:25][CH2:26][CH2:27][CH3:28])[CH:9]1[CH2:10][N:11]([C:13]([O:15][CH2:16][C:17]2[CH:22]=[CH:21][CH:20]=[CH:19][CH:18]=2)=[O:14])[CH2:12]1)=[O:7])([CH3:4])([CH3:2])[CH3:3] |f:1.2|. Reported procedure: A solution of benzyl 3-[(tert-butoxycarbonyl)amino]azetidine-1-carboxylate obtained in Example (227a) (500 mg, 1.63 mmol) in THF (6 mL) was added to a suspension of sodium hydride (55%) (142 mg, 3.26 mmol) in THF (10 mL) at 0° C. Subsequently, butyl iodide (0.93 mL, 8.15 mmol) was added at 0° C., and the mixture was stirred at room temperature for 19 hours. DMF (2 mL) was added, followed by stirring for four hours. Then, sodium hydride (55%) (36 mg, 0.82 mmol) and butyl iodide (0.37 mL, 3.26 mmo... Starting materials: N=1C=NC=2C=C(OC)C(OC)=CC2C1OC=3C=CC=CC3, IC1COC1. The reagents and catalysts are O=S(=O)(O)O, OO, [Fe].O=S(=O)(O)O.O. The solvent is O, O=S(C)C. Run at temperature 60 celsius, time 0.8 hour. Product: O=C1N=C(NC2=CC(OC)=C(OC)C=C12)C3COC3, N=1C(=NC=2C=C(OC)C(OC)=CC2C1OC=3C=CC=CC3)C4COC4. Isolated yield 14.0%. Procedure details: H2O2 (30% in H2O; 110 μL, 1.1 mmol) was added dropwise over 1-2 min to a stirred solution of 6,7-dimethoxy-4-phenoxyquinazoline 1k (100 mg, 0.35 mmol), concentrated H2SO4 (38 μL, 0.71 mmol), 3-iodooxetane (130 mg, 0.71 mmol) and iron(II) sulfate heptahydrate (30 mg, 0.11 mmol) in DMSO (3.5 mL) at 60 °C. After 1-2 min a further portion of iron(II) sulfate heptahydrate (30 mg, 0.11 mmol) was added and the mixture was stirred at 60 °C for 30 min. Further H2O2 (110 μL, 1.1 mmol) and iron(II) sulfate... Reactants: C(CCCCCCCCCCC)(=O)NC=1C=C(C(=O)O)C=CC1C (3-(n-dodecanamido)-4-methylbenzoic acid), CC(C)([O-])C.[K+] (potassium tert-butoxide). Yield: 68.7%. Reported procedure: A mixture of 3-(n-dodecanamido)-4-methylbenzoic acid (4 g), potassium tert-butoxide (4 g) and diethylaniline (10 ml) was treated in a similar manner to that hereinbefore described in Example 83 to give 2-(n-undecyl)indole-6-carboxylic acid (2.6 g), m.p. 156°-158° C. Product: C(CCCCCCCCCC)C=1NC2=CC(=CC=C2C1)C(=O)O (2-(n-undecyl)indole-6-carboxylic acid). The solvent is CCN(CC)C=1C=CC=CC1 (diethylaniline). Reaction SMILES: [C:1]([NH:14][C:15]1[CH:16]=[C:17]([CH:21]=[CH:22][C:23]=1[CH3:24])[C:18]([OH:20])=[O:19])(=O)[CH2:2][CH2:3][CH2:4][CH2:5][CH2:6][CH2:7][CH2:8][CH2:9][CH2:10][CH2:11][CH3:12].CC(C)([O-])C.[K+]>CCN(C1C=CC=CC=1)CC>[CH2:2]([C:1]1[NH:14][C:15]2[C:23]([CH:24]=1)=[CH:22][CH:21]=[C:17]([C:18]([OH:20])=[O:19])[CH:16]=2)[CH2:3][CH2:4][CH2:5][CH2:6][CH2:7][CH2:8][CH2:9][CH2:10][CH2:11][CH3:12] |f:1.2|. The reactants are C1COCCO1, CC(C)(CCl)C(=O)Cl, [N-]=[N+]=[N-], [Na+], O. Product: CC(C)(CCl)C(=O)N=[N+]=[N-]. As a reaction SMILES: [CH2:13]1[O:14][CH2:15][CH2:16][O:17][CH2:18]1.[Cl:5][CH2:6][C:7]([C:8](=[O:9])[Cl:10])([CH3:11])[CH3:12].[N-:2]=[N+:3]=[N-:4].[Na+:1].[OH2:19]>>[N:2](=[N+:3]=[N-:4])[C:8]([C:7]([CH2:6][Cl:5])([CH3:11])[CH3:12])=[O:9].